This data is from the Open Reaction Database (ORD), a public repository of structured organic reaction records. The task is: describe an organic reaction: reactants, conditions, products, and yield The reactants are ClC1=C(C(=O)O)C=C(C=C1)Cl (2,5-dichlorobenzoic acid), NC=1C=CC(=NC1)OC (5-amino-2-methoxypyridine), C(CCCC)O (amyl alcohol), C([O-])([O-])=O.[K+].[K+] (potassium carbonate). Reagents/catalysts: [Cu]=O (copper oxide). Conditions: temperature 100 celsius. Product: ClC=1C=CC(=C(C(=O)O)C1)NC=1C=NC(=CC1)OC (5-chloro-2-(6-methoxy-3-pyridylamino)benzoic acid). Reaction SMILES: Cl[C:2]1[CH:10]=[CH:9][C:8]([Cl:11])=[CH:7][C:3]=1[C:4]([OH:6])=[O:5].C(O)CCCC.C(=O)([O-])[O-].[K+].[K+].[NH2:24][C:25]1[CH:26]=[CH:27][C:28]([O:31][CH3:32])=[N:29][CH:30]=1>[Cu]=O>[Cl:11][C:8]1[CH:9]=[CH:10][C:2]([NH:24][C:25]2[CH:30]=[N:29][C:28]([O:31][CH3:32])=[CH:27][CH:26]=2)=[C:3]([CH:7]=1)[C:4]([OH:6])=[O:5] |f:2.3.4|. Procedure details: To a solution of 19.1 g. of 2,5-dichlorobenzoic acid [Besley & Goldberg, J. Chem. Soc., 2448 (1954)] in 100 ml. of amyl alcohol is added 6.9 g. of anhydrous potassium carbonate and 0.1 g. of copper oxide. The mixture is stirred and heated at 100° C. for 30 minutes, then 13.0 g. of 5-amino-2-methoxypyridine is added and the mixture is heated at reflux and stirred for 3 hours. A small amount of water forms and is collected in a Dean-Stark apparatus. The reaction mixture is cooled, poured into wate... Starting materials: Cl[C@H]1[C@H](CCCCCCC(=O)O)[C@H]([C@@H](C1)OC1OCCCC1)\C=C\[C@H](C(CC=C(C)C)C)OC1OCCCC1 ((13E)-(8R,9R,11R,12R,15S,16RS)-9-chloro-11,15-bis(tetrahydropyran-2-yloxy)-16,19-dimethyl-13,18-prostadienoic acid), mixture. The solvent is C(C)(=O)O.O.O1CCCC1 (acetic acid water tetrahydrofuran). Product: Cl[C@H]1[C@H](CCCCCCC(=O)O)[C@H]([C@@H](C1)O)\C=C\[C@H](C(CC=C(C)C)C)O ((13E)-(8R,9R,11R,12R,15S,16RS)-9-Chloro-11,15-dihydroxy-16,19-dimethyl-13,18-prostadienoic Acid). Isolated yield 43.6%. RXN SMILES: [Cl:1][C@@H:2]1[CH2:15][C@@H:14]([O:16]C2CCCCO2)[C@H:13](/[CH:23]=[CH:24]/[C@@H:25]([O:33]C2CCCCO2)[CH:26]([CH3:32])[CH2:27][CH:28]=[C:29]([CH3:31])[CH3:30])[C@H:3]1[CH2:4][CH2:5][CH2:6][CH2:7][CH2:8][CH2:9][C:10]([OH:12])=[O:11]>C(O)(=O)C.O.O1CCCC1>[Cl:1][C@@H:2]1[CH2:15][C@@H:14]([OH:16])[C@H:13](/[CH:23]=[CH:24]/[C@@H:25]([OH:33])[CH:26]([CH3:32])[CH2:27][CH:28]=[C:29]([CH3:30])[CH3:31])[C@H:3]1[CH2:4][CH2:5][CH2:6][CH2:7][CH2:8][CH2:9][C:10]([OH:12])=[O:11] |f:1.2.3|. Procedure details: 101 mg of (13E)-(8R,9R,11R,12R,15S,16RS)-9-chloro-11,15-bis(tetrahydropyran-2-yloxy)-16,19-dimethyl-13,18-prostadienoic acid was stirred under argon at room temperature for 25 hours with 2 ml of a mixture of acetic acid/water/tetrahydrofuran (65/35/10). The mixture was then concentrated under vacuum and the residue purified by column chromatography on silica gel with hexane/0-100% ethyl acetate as the eluent, thus producing 31 mg of the desired carboxylic acid. The reactants are CC(C)C1(C(=O)O)CCC(NC(=O)OC(C)(C)C)C1, ClCCl, CCN(C(C)C)C(C)C, FC(F)(F)c1ccc2c(c1)CNCC2. The product is CC(C)C1(C(=O)N2CCc3ccc(C(F)(F)F)cc3C2)CCC(NC(=O)OC(C)(C)C)C1. Reaction SMILES: [C:15]([CH3:16])([CH3:17])([CH3:18])[O:19][C:20](=[O:21])[NH:22][CH:23]1[CH2:24][C:25]([C:28](=[O:29])[OH:30])([CH:31]([CH3:32])[CH3:33])[CH2:26][CH2:27]1.[CH2:43]([Cl:44])[Cl:45].[CH:34]([N:35]([CH2:36][CH3:37])[CH:38]([CH3:39])[CH3:40])([CH3:41])[CH3:42].[F:1][C:2]([c:3]1[cH:4][cH:5][c:6]2[c:11]([cH:12]1)[CH2:10][NH:9][CH2:8][CH2:7]2)([F:13])[F:14]>>[F:1][C:2]([c:3]1[cH:4][cH:5][c:6]2[c:11]([cH:12]1)[CH2:10][N:9]([C:28]([C:25]1([CH:31]([CH3:32])[CH3:33])[CH2:24][CH:23]([NH:22][C:20]([O:19][C:15]([CH3:16])([CH3:17])[CH3:18])=[O:21])[CH2:27][CH2:26]1)=[O:29])[CH2:8][CH2:7]2)([F:13])[F:14]. Starting materials: N(=O)OCCCCC (amyl nitrite), NC1=CC=C(OC2(CCN(CC2)C)C2=CC=CC=C2)C=C1 (4-(4-aminophenoxy)-1-methyl-4-phenylpiperidine), N(=O)OCCCCC (amyl nitrite). Solvent: C1CCOC1 (THF), C1CCOC1 (THF). Yields the product CN1CCC(CC1)(C1=CC=CC=C1)OC1=CC=CC=C1 (1-Methyl-4-phenoxy-4-phenylpiperidine). The yield is 26.2%. RXN SMILES: N[C:2]1[CH:21]=[CH:20][C:5]([O:6][C:7]2([C:14]3[CH:19]=[CH:18][CH:17]=[CH:16][CH:15]=3)[CH2:12][CH2:11][N:10]([CH3:13])[CH2:9][CH2:8]2)=[CH:4][CH:3]=1.N(OCCCCC)=O>C1COCC1>[CH3:13][N:10]1[CH2:11][CH2:12][C:7]([O:6][C:5]2[CH:20]=[CH:21][CH:2]=[CH:3][CH:4]=2)([C:14]2[CH:19]=[CH:18][CH:17]=[CH:16][CH:15]=2)[CH2:8][CH2:9]1. Procedure: A solution of 4-(4-aminophenoxy)-1-methyl-4-phenylpiperidine (2.82 g, 10 mM), in THF (75 ml) was added over 2 hours to a refluxing solution of amyl nitrite (2.7 ml, 20 mM) in THF (30 ml). After 5 hours at reflux amyl nitrite (1.5 ml) was added and the mixture maintained at reflux for 24 hours. The solvent was removed under reduced pressure and the residue partitioned between 2 N hydrochloric acid (50 ml) and ether (50 ml). The aqueous phase was basified (pH9) and extracted with ether (2×100 ml).... The reactants are CCc1ccc2c(c1)C(=O)C(=O)N2, [Na+], [OH-], OO. Yields the product CCc1ccc(N)c(C(=O)O)c1. RXN SMILES: [CH2:1]([CH3:2])[c:3]1[cH:4][c:5]2[c:9]([cH:10][cH:11]1)[NH:8][C:7](=[O:12])[C:6]2=[O:13].[Na+:17].[OH-:16].[OH:14][OH:15]>>[CH2:1]([CH3:2])[c:3]1[cH:4][c:5]([C:6]([OH:13])=[O:14])[c:9]([NH2:8])[cH:10][cH:11]1. The reactants are C1(=CC=CC=C1)C1CC(CC(C1)=O)=O (5-phenylcyclohexane-1,3-dione), [O-]CC.[Na+] (sodium ethoxide), BrCC(C(=O)OCC)=O (ethyl bromopyruvate). Run in C(C)O (ethanol). Run at time 15 minute. Yields the product C(C)OC(=O)C1=COC2=C1C(CC(C2)C2=CC=CC=C2)=O (3-ethoxycarbonyl-6-phenyl-4,5,6,7-tetrahydrobenzofuran-4-one). As a reaction SMILES: [C:1]1([CH:7]2[CH2:12][C:11](=[O:13])[CH2:10][C:9](=[O:14])[CH2:8]2)[CH:6]=[CH:5][CH:4]=[CH:3][CH:2]=1.[O-]CC.[Na+].Br[CH2:20][C:21](=O)[C:22]([O:24][CH2:25][CH3:26])=[O:23]>C(O)C>[CH2:25]([O:24][C:22]([C:21]1[C:10]2[C:11](=[O:13])[CH2:12][CH:7]([C:1]3[CH:2]=[CH:3][CH:4]=[CH:5][CH:6]=3)[CH2:8][C:9]=2[O:14][CH:20]=1)=[O:23])[CH3:26] |f:1.2|. Procedure details: To a solution of 5-phenylcyclohexane-1,3-dione (0.94 g) in ethanol (15 ml) was added sodium ethoxide (0.37 g), and the mixture was stirred, under argon atmosphere, at room temperature for 15 minutes. To the mixture was added ethyl bromopyruvate (0.83 ml), and the mixture was stirred, under argon atmosphere, at room temperature for 2 hours. The reaction solution was concentrated under reduced pressure, and to the residue was added xylene (15 ml), and the mixture was stirred, under argon atmospher...